describe an organic reaction: reactants, conditions, products, and yield From a dataset of the Open Reaction Database (ORD), a public repository of structured organic reaction records. Starting materials: C1(=CC=CC=C1)N=NNC1=C(C=C(C(=C1)OCCCC)OC)C#N (1-phenyl-3-(2-cyan-4-methoxy-5-n-butoxyphenyl)triazene). Solvent: C(C)O (ethanol). The product is COC1=CC2=C(N=NN=C2NC2=CC=CC=C2)C=C1OCCCC (6-methoxy-7-n-butoxy-4-anilino-benzo[d][1,2,3]triazine). Yield: 158.7%. RXN SMILES: C1([N:7]=[N:8][NH:9][C:10]2[CH:15]=[C:14]([O:16][CH2:17][CH2:18][CH2:19][CH3:20])[C:13]([O:21][CH3:22])=[CH:12][C:11]=2[C:23]#[N:24])C=CC=CC=1>C(O)C>[CH3:22][O:21][C:13]1[C:14]([O:16][CH2:17][CH2:18][CH2:19][CH3:20])=[CH:15][C:10]2[N:9]=[N:8][N:7]=[C:23]([NH:24][C:10]3[CH:15]=[CH:14][CH:13]=[CH:12][CH:11]=3)[C:11]=2[CH:12]=1. Procedure: 1-phenyl-3-(2-cyan-4-methoxy-5-n-butoxyphenyl)triazene (0.154 g, 0.47 mmol) and 70% ethanol (30.0 mL) were added into a flask. The solution was heated and refluxed to react for 1 h, then was evaporated under reduced pressure to dryness. Acetic acid glacial (20.0 mL) was added and the solution was refluxed for 1 h, cooled, filtered and washed with water till colorless. The crude product was purified by recrystallization with anhydrous ethanol to yield 0.121 g of light brown solid product with a r... Reactants: C(CC)I (n-Propyl iodide), C(C)(=O)O[C@H]1C=CO[C@H]([C@@H]1OC(C)=O)C (3,4-di-O-acetyl-6-deoxy-L-glucal), [OH-].[Na+] (NaOH), CS(=O)C (DMSO). The reagents and catalysts are S(=O)(=O)(O)[O-].C(CCC)[N+](CCCC)(CCCC)CCCC (tetrabutylammonium hydrogen sulfate). Yields the product C(CC)O[C@H]1C=CO[C@H]([C@@H]1OCCC)C (3,4-Di-O-n-propyl-6-deoxy-L-glucal). The yield is 11.7%. RXN SMILES: [CH2:1](I)[CH2:2][CH3:3].C([O:8][C@@H:9]1[C@@H:14]([O:15][C:16](=O)[CH3:17])[C@H:13]([CH3:19])[O:12][CH:11]=[CH:10]1)(=O)C.[OH-].[Na+].[CH3:22]S(C)=O>S([O-])(O)(=O)=O.C([N+](CCCC)(CCCC)CCCC)CCC>[CH2:1]([O:8][C@@H:9]1[C@@H:14]([O:15][CH2:16][CH2:17][CH3:22])[C@H:13]([CH3:19])[O:12][CH:11]=[CH:10]1)[CH2:2][CH3:3] |f:2.3,5.6|. Procedure details: n-Propyl iodide (39 mL, 0.40 mol), 3,4-di-O-acetyl-6-deoxy-L-glucal (4.28 g, 0.20 mol), 50% aqueous NaOH (43 mL, 0.81 mol) and DMSO (11.4 mL, 0.16 mol) were added sequentially to a 300-mL round-bottom, three-neck flask equipped with an overhead stirrer. Stirring was begun and tetrabutylammonium hydrogen sulfate (2.04 g, 0.006 mol) added in a single portion. The mixture was stirred for 17 h. at room temperature. The mixture was partitioned between water and pentane. The aqueous layer was extracte...